Dataset: the Open Reaction Database (ORD), a public repository of structured organic reaction records. Task: describe an organic reaction: reactants, conditions, products, and yield Reactants: C(C)(=O)N1CC2=C(CC1)C(=C(S2)C)CCCl (6-acetyl-3-(2-chloroethyl)-4,5,6,7-tetrahydro-2-methylthieno[2,3-c]pyridine), C(C(=O)O)(=O)O.S1N=C(C2=C1C=CC=C2)N2CCN(CC2)CCCC(=O)C2=CC=1C(NCCSC1S2)=O (7-(4-(4-(1,2-benzisothiazol-3-yl) piperazin-1-yl)butyryl)-2,3-dihydrothieno[3,2-f][1,4]thiazepin-5(4H)-one oxalate), S1N=C(C2=C1C=CC=C2)N2CCNCC2 (1-(1,2-benzoisothiazol- 3-yl)piperazine). Yields the product C(C)(=O)N1CC2=C(CC1)C(=C(S2)C)CCN2CCN(CC2)C2=NSC1=C2C=CC=C1 (6-acetyl-3-(2-(4-(1,2-benzisothiazol-3-yl)piperazin-1-yl)ethyl)-4,5,6,7-tetrahydro-2-methylthieno[2,3-c]pyridine). Yield: 58.5%. As a reaction SMILES: [C:1]([N:4]1[CH2:9][CH2:8][C:7]2[C:10]([CH2:14][CH2:15]Cl)=[C:11]([CH3:13])[S:12][C:6]=2[CH2:5]1)(=[O:3])[CH3:2].[S:17]1[C:21]2[CH:22]=[CH:23][CH:24]=[CH:25][C:20]=2[C:19]([N:26]2[CH2:31][CH2:30][NH:29][CH2:28][CH2:27]2)=[N:18]1.C(O)(=O)C(O)=O.S1C2C=CC=CC=2C(N2CCN(CCCC(C3SC4SCCNC(=O)C=4C=3)=O)CC2)=N1>>[C:1]([N:4]1[CH2:9][CH2:8][C:7]2[C:10]([CH2:14][CH2:15][N:29]3[CH2:30][CH2:31][N:26]([C:19]4[C:20]5[CH:25]=[CH:24][CH:23]=[CH:22][C:21]=5[S:17][N:18]=4)[CH2:27][CH2:28]3)=[C:11]([CH3:13])[S:12][C:6]=2[CH2:5]1)(=[O:3])[CH3:2] |f:2.3|. Reported procedure: The reaction and procedure were conducted in a similar manner as in Example 14 using 1.0 g of 6-acetyl-3-(2-chloroethyl)-4,5,6,7-tetrahydro-2-methylthieno[2,3-c]pyridine and 0.88 g of 1-(1,2-benzoisothiazol- 3-yl)piperazine to give 1.0 g of 6-acetyl-3-(2-(4-(1,2-benzisothiazol-3-yl)piperazin-1-yl)ethyl)-4,5,6,7-tetrahydro-2-methylthieno[2,3-c]pyridine as an oil, m.p. 190°-192° C. (decomposition) as an oxalate 1/2 hydrate thereof. The reactants are S(O)(O)(=O)=O (sulfuric acid), O.O.C([C@@H](O)CC(=O)[O-])(=O)[O-].[Ca+2] (calcium L-malate dihydrate). Product: C([C@@H](O)CC(=O)O)(=O)O (L-malic acid). Reaction SMILES: S(=O)(=O)(O)O.O.O.[C:8]([O-:16])(=[O:15])[C@H:9]([CH2:11][C:12]([O-:14])=[O:13])[OH:10].[Ca+2]>>[C:8]([OH:16])(=[O:15])[C@H:9]([CH2:11][C:12]([OH:14])=[O:13])[OH:10] |f:1.2.3.4|. Reported procedure: 30 g of the immobilized preparation of Brevibacterium ammoniagenes IAM 1645, obtained in the same manner as described in Example 1-(1), are suspended in 100 ml of an aqueous 1 M sodium fumarate solution (pH 7.5) containing 3 mg/ml of ox bile extract (manufactured by Inolex Pharmaceutical Division Wilson Pharmaceutical & Chemical Corporation, Illinois, U.S.A.). The suspension is allowed to stand at 37° C. for 20 hours, and is then filtered. The immobilized preparation thus obtained is washed with... The reactants are BrC=1C=C2\C(\C(NC2=CC1)=O)=C/C1=CC=C2C(=NN(C2=C1)COCC[Si](C)(C)C)\C=C\C1=CC=NC=C1 ((E)-5-bromo-3-((3-((E)-2-(pyridin-4-yl)vinyl)-1-((2-(trimethylsilyl)-ethoxy)methyl)-1H-indazol-6-yl)methylene)indolin-2-one). Run in CO.CCO (MeOH EtOH). Conditions: temperature 80 celsius. Yields the product BrC=1C=C2\C(\C(NC2=CC1)=O)=C/C1=CC=C2C(=NNC2=C1)\C=C\C1=CC=NC=C1 ((E)-5-bromo-3-((3-((E)-2-(pyridin-4-yl)vinyl)-1H-indazol-6-yl)methylene)-indolin-2-one). RXN SMILES: [Br:1][C:2]1[CH:3]=[C:4]2[C:8](=[CH:9][CH:10]=1)[NH:7][C:6](=[O:11])/[C:5]/2=[CH:12]/[C:13]1[CH:21]=[C:20]2[C:16]([C:17](/[CH:30]=[CH:31]/[C:32]3[CH:37]=[CH:36][N:35]=[CH:34][CH:33]=3)=[N:18][N:19]2COCC[Si](C)(C)C)=[CH:15][CH:14]=1>CO.CCO>[Br:1][C:2]1[CH:3]=[C:4]2[C:8](=[CH:9][CH:10]=1)[NH:7][C:6](=[O:11])/[C:5]/2=[CH:12]/[C:13]1[CH:21]=[C:20]2[C:16]([C:17](/[CH:30]=[CH:31]/[C:32]3[CH:33]=[CH:34][N:35]=[CH:36][CH:37]=3)=[N:18][NH:19]2)=[CH:15][CH:14]=1 |f:1.2|. Reported procedure: A solution of (E)-5-bromo-3-((3-((E)-2-(pyridin-4-yl)vinyl)-1-((2-(trimethylsilyl)-ethoxy)methyl)-1H-indazol-6-yl)methylene)indolin-2-one (75 mg, 0.131 mmol) in 12 mL of a 2:1:1 mixture of MeOH/EtOH/4M HCl was heated to 80° C. for 24 hours. LC-MS indicated a mixture of the title compound plus a partially deprotected methoxymethyl indazole compound (see Example A63). The solvents were removed and the mixture was purified by prep-HPLC to give 7.3 mg (13%) of the title compound as a yellow solid. 1... Starting materials: O=C(O)c1ccc2c(c1)C(=O)CCC2, CO, Cl, O. Product: COC(=O)c1ccc2c(c1)C(=O)CCC2. RXN SMILES: [C:1]1(=[O:14])[CH2:2][CH2:3][CH2:4][c:5]2[cH:6][cH:7][c:8]([C:11](=[O:12])[OH:13])[cH:9][c:10]21.[CH3:15][OH:16].[ClH:17].[OH2:18]>>[C:1]1(=[O:14])[CH2:2][CH2:3][CH2:4][c:5]2[cH:6][cH:7][c:8]([C:11]([O:12][CH3:15])=[O:13])[cH:9][c:10]21. Starting materials: O1C(NCC1)=O (2-oxazolidinone), ClC=1C=C(N)C=CC1 (3-chloroaniline), Cl (HCl). The solvent is ClCCl (dichloromethane), O1CCOCC1 (1,4-dioxane). Yields the product Cl.NCCNC1=CC(=CC=C1)Cl (N-(2-aminoethyl)-3-chloroaniline hydrochloride). As a reaction SMILES: [Cl:1][C:2]1[CH:3]=[C:4]([CH:6]=[CH:7][CH:8]=1)[NH2:5].Cl.O1[CH2:14][CH2:13][NH:12]C1=O>ClCCl.O1CCOCC1>[ClH:1].[NH2:12][CH2:13][CH2:14][NH:5][C:4]1[CH:6]=[CH:7][CH:8]=[C:2]([Cl:1])[CH:3]=1 |f:5.6|. Procedure details: To a solution of 3-chloroaniline (30 mL) in 500 mL of dichloromethane at 0° C. was added dropwise a solution of 4 N HCl in 1,4-dioxane (80 mL). The solution was warmed to room temperature, then concentrated to dryness in vacuo to provide a white powder. A mixture of this powder with 2-oxazolidinone (24.6 g) was heated under nitrogen atmosphere at 160° C. for 10 hours, during which the solids melted, and gas evolution was observed. The reaction was allowed to cool, forming the titled compound as ... The reactants are COC(C(C)(C1CC=2NC3=CC=C(C=C3C2CC1)Cl)S(=O)(=O)C1=CC=CC=C1)=O ((RS,SR)-2-benzenesulfonyl-2-(6-chloro-2,3,4,9-tetrahydro-1H-carbazol-2-yl)-propionic acid methyl ester), [H-].[Na+] (NaH), ClCCOC (1-chloro-2-methoxy-ethane). The solvent is C1CCOC1 (THF). Reaction conditions: time 2 hour. Yields the product COC(C(C)(C1CC=2N(C3=CC=C(C=C3C2CC1)Cl)COC)S(=O)(=O)C1=CC=CC=C1)=O ((RS,SR)-2-benzenesulfonyl-2-(6-chloro-9-methoxymethyl-2,3,4,9-tetrahydro-1H-carbazol-2yl)-propionic acid methyl ester). Reaction SMILES: [CH3:1][O:2][C:3](=[O:29])[C:4]([S:20]([C:23]1[CH:28]=[CH:27][CH:26]=[CH:25][CH:24]=1)(=[O:22])=[O:21])([CH:6]1[CH2:18][CH2:17][C:16]2[C:15]3[C:10](=[CH:11][CH:12]=[C:13]([Cl:19])[CH:14]=3)[NH:9][C:8]=2[CH2:7]1)[CH3:5].[H-].[Na+].ClC[CH2:34][O:35][CH3:36]>C1COCC1>[CH3:1][O:2][C:3](=[O:29])[C:4]([S:20]([C:23]1[CH:24]=[CH:25][CH:26]=[CH:27][CH:28]=1)(=[O:22])=[O:21])([CH:6]1[CH2:18][CH2:17][C:16]2[C:15]3[C:10](=[CH:11][CH:12]=[C:13]([Cl:19])[CH:14]=3)[N:9]([CH2:34][O:35][CH3:36])[C:8]=2[CH2:7]1)[CH3:5] |f:1.2|. Procedure: 350 mg (0.81 mmol) of (RS,SR)-2-benzenesulfonyl-2-(6-chloro-2,3,4,9-tetrahydro-1H-carbazol-2-yl)-propionic acid methyl ester (from example 3) in 10 mL of THF at 0° C., were treated with 39 mg (0.89 mmol, 1.1 eq) of NaH (55% in oil) portionwise within 30 min. 0.10 mL (1.22 mmol, 1.5 eq) of 1-chloro-2-methoxy-ethane was added and the ice bath removed. After 2 hours, the reaction was quenched by addition of aqueous NH4Cl sat., extracted with EtOAc and the organic phases dried over Na2SO4. Evaporati... The reactants are CC(C)=O, COC(C)(C)C1C(=O)NC1CC=O, CC(C)O. The product is COC(C)(C)C1C(=O)NC1CC(=O)O. As a reaction SMILES: [CH3:18][C:19](=[O:20])[CH3:21].[CH3:1][O:2][C:3]([CH3:4])([CH3:5])[CH:6]1[C:7](=[O:13])[NH:8][CH:9]1[CH2:10][CH:11]=[O:12].[CH:14]([CH3:15])([CH3:16])[OH:17]>>[CH3:1][O:2][C:3]([CH3:4])([CH3:5])[CH:6]1[C:7](=[O:13])[NH:8][CH:9]1[CH2:10][C:11](=[O:12])[OH:17].